Dataset: the Open Reaction Database (ORD), a public repository of structured organic reaction records. Task: describe an organic reaction: reactants, conditions, products, and yield Reactants: CCCCCCCCc1ccc(OCC(Cn2cc(C(=O)OC(C)(C)C)c3ccccc32)OC(C)=O)cc1, C[O-], CO, [Na+]. The product is CCCCCCCCc1ccc(OCC(O)Cn2cc(C(=O)OC(C)(C)C)c3ccccc32)cc1. Reaction SMILES: [C:1]([CH3:2])([CH3:3])([CH3:4])[O:5][C:6](=[O:7])[c:8]1[cH:9][n:10]([CH2:17][CH:18]([CH2:19][O:20][c:21]2[cH:22][cH:23][c:24]([CH2:27][CH2:28][CH2:29][CH2:30][CH2:31][CH2:32][CH2:33][CH3:34])[cH:25][cH:26]2)[O:35][C:36](=[O:37])[CH3:38])[c:11]2[cH:12][cH:13][cH:14][cH:15][c:16]12.[CH3:39][O-:40].[CH3:42][OH:43].[Na+:41]>>[C:1]([CH3:2])([CH3:3])([CH3:4])[O:5][C:6](=[O:7])[c:8]1[cH:9][n:10]([CH2:17][CH:18]([CH2:19][O:20][c:21]2[cH:22][cH:23][c:24]([CH2:27][CH2:28][CH2:29][CH2:30][CH2:31][CH2:32][CH2:33][CH3:34])[cH:25][cH:26]2)[OH:35])[c:11]2[cH:12][cH:13][cH:14][cH:15][c:16]12. Starting materials: C1(=CC=CC2=CC=CC=C12)OC1=CC(=NC=C1)NC=1SC=C(N1)CC(=O)OCC (ethyl 2-(2-(4-(naphthalen-1-yloxy)pyridin-2-ylamino)thiazol-4-yl)acetate), ClC1=NC=CC(=C1)OC1=CC=CC2=CC=CC=C12 (2-chloro-4-(naphthalen-1-yloxy)pyridine), NC=1SC=C(N1)CC(=O)OCC (ethyl 2-(2-aminothiazol-4-yl)acetate), solution, [H-].[Al+3].[Li+].[H-].[H-].[H-] (lithium aluminum hydride). Run in C1CCOC1 (THF), C1CCOC1 (THF). Conditions: time 1 hour. Product: C1(=CC=CC2=CC=CC=C12)OC1=CC(=NC=C1)NC=1SC=C(N1)CCO (2-(2-(4-(Naphthalen-1-yloxy)pyridin-2-ylamino)thiazol-4-yl)ethanol). Isolated yield 37.7%. RXN SMILES: [C:1]1([O:11][C:12]2[CH:17]=[CH:16][N:15]=[C:14]([NH:18][C:19]3[S:20][CH:21]=[C:22]([CH2:24][C:25](OCC)=[O:26])[N:23]=3)[CH:13]=2)[C:10]2[C:5](=[CH:6][CH:7]=[CH:8][CH:9]=2)[CH:4]=[CH:3][CH:2]=1.ClC1C=C(OC2C3C(=CC=CC=3)C=CC=2)C=CN=1.NC1SC=C(CC(OCC)=O)N=1.[H-].[Al+3].[Li+].[H-].[H-].[H-]>C1COCC1>[C:1]1([O:11][C:12]2[CH:17]=[CH:16][N:15]=[C:14]([NH:18][C:19]3[S:20][CH:21]=[C:22]([CH2:24][CH2:25][OH:26])[N:23]=3)[CH:13]=2)[C:10]2[C:5](=[CH:6][CH:7]=[CH:8][CH:9]=2)[CH:4]=[CH:3][CH:2]=1 |f:3.4.5.6.7.8|. Reported procedure: A solution of ethyl 2-(2-(4-(naphthalen-1-yloxy)pyridin-2-ylamino)thiazol-4-yl)acetate (prepared from 2-chloro-4-(naphthalen-1-yloxy)pyridine (1.18 g, 4.61 mmol) and ethyl 2-(2-aminothiazol-4-yl)acetate according to the method of example 1 step B; 0.370 g, 0.913 mmol) in THF (4 ml) was added to a 1M solution of lithium aluminum hydride in THF (5 mL) at 0° C. The reaction mixture was stirred at ambient temperature for one hour, then cooled in an ice bath and quenched carefully with an excess of s...